From a dataset of the Open Reaction Database (ORD), a public repository of structured organic reaction records. describe an organic reaction: reactants, conditions, products, and yield The reactants are C(C)OC(COC=1OC2=C(N1)C=CC=C2)=O (ethyl-(1,3-benzoxazol-2-yloxy)acetate), [OH-].[Na+] (sodium hydroxide). Solvent: O (water). The product is O1C(=NC2=C1C=CC=C2)OCC(=O)O ((1,3-Benzoxazol-2-yloxy)acetic acid). Yield: 31.1%. Reaction SMILES: C([O:3][C:4](=[O:16])[CH2:5][O:6][C:7]1[O:8][C:9]2[CH:15]=[CH:14][CH:13]=[CH:12][C:10]=2[N:11]=1)C.[OH-].[Na+]>O>[O:8]1[C:9]2[CH:15]=[CH:14][CH:13]=[CH:12][C:10]=2[N:11]=[C:7]1[O:6][CH2:5][C:4]([OH:16])=[O:3] |f:1.2|. Reported procedure: The solution of 0.2 g (0.9 mmol) ethyl-(1,3-benzoxazol-2-yloxy)acetate and 0.4 g (1 mmol) sodium hydroxide in 1 ml water is stirred for 2 hours at room temperature, then extracted with 3×5 ml chloroform. The united organic phase is dried over sodium sulfate and evaporated in vacuum to obtain 54 mg title compound as an oil. LC-MS[MH+]=194 (C9H7NO4 193.16)